Dataset: the Open Reaction Database (ORD), a public repository of structured organic reaction records. Task: describe an organic reaction: reactants, conditions, products, and yield The reactants are C(C1=CC=CC=C1)N1CCC(CC1)=O (N-benzyl 4-piperidone), NC1=C(C(=O)N)C=C(C=C1)Br (2-amino-5-bromo-benzamide), C(=O)(O)[O-].[Na+] (NaHCO3), ice water. Reagents/catalysts: OS(=O)(=O)O (H2SO4). The solvent is C(C)(=O)O (acetic acid). Reaction conditions: time 2 hour. Product: C(C1=CC=CC=C1)N1CCC2(NC3=CC=C(C=C3C(N2)=O)Br)CC1 (1-benzyl-6′-bromo-3′,4′-dihydro-spiro[piperidine-4,2′(1′H)-quinazoline]-4′-one). Yield: 29.2%. Reaction SMILES: [CH2:1]([N:8]1[CH2:13][CH2:12][C:11](=O)[CH2:10][CH2:9]1)[C:2]1[CH:7]=[CH:6][CH:5]=[CH:4][CH:3]=1.[NH2:15][C:16]1[CH:24]=[CH:23][C:22]([Br:25])=[CH:21][C:17]=1[C:18]([NH2:20])=[O:19].C([O-])(O)=O.[Na+]>OS(O)(=O)=O.C(O)(=O)C>[CH2:1]([N:8]1[CH2:13][CH2:12][C:11]2([NH:20][C:18](=[O:19])[C:17]3[C:16](=[CH:24][CH:23]=[C:22]([Br:25])[CH:21]=3)[NH:15]2)[CH2:10][CH2:9]1)[C:2]1[CH:7]=[CH:6][CH:5]=[CH:4][CH:3]=1 |f:2.3|. Procedure: N-benzyl 4-piperidone (1.76 g, 9.3 mmol) and concentrated H2SO4 (2 drops) were added to a solution of 2-amino-5-bromo-benzamide (2 g, 9.3 mmol) dissolved in acetic acid (15 ml). The mixture was stirred at RT for 2 h, then poured into ice water and brought to a pH value of 8-9 with saturated NaHCO3. The white precipitate was filtered off and washed with water, giving 1-benzyl-6′-bromo-3′,4′-dihydro-spiro[piperidine-4,2′(1′H)-quinazoline]-4′-one (1.05 g).